Task: describe an organic reaction: reactants, conditions, products, and yield. Dataset: the Open Reaction Database (ORD), a public repository of structured organic reaction records Conditions: time 45 minute. Yields the product FC1=C(C=C(C=C1)F)C1=NOC2=C1C=CC(=C2)OC (3-(2,5-difluorophenyl)-6-methoxy-1,2-benzisoxazole). Reaction SMILES: C(O/[N:5]=[C:6](/[C:16]1[CH:21]=[C:20]([F:22])[CH:19]=[CH:18][C:17]=1[F:23])\[C:7]1[CH:12]=[CH:11][C:10]([O:13][CH3:14])=[CH:9][C:8]=1[OH:15])(=O)C.C(=O)([O-])[O-].[K+].[K+].O>CN(C)C=O>[F:23][C:17]1[CH:18]=[CH:19][C:20]([F:22])=[CH:21][C:16]=1[C:6]1[C:7]2[CH:12]=[CH:11][C:10]([O:13][CH3:14])=[CH:9][C:8]=2[O:15][N:5]=1 |f:1.2.3|. Run in CN(C=O)C (dimethylformamide). Reported procedure: To a mixture of 34 g of E-2',5'-difluoro-2-hydroxy-4-methoxybenzophenone O-acetyl oxime in 70 ml dimethylformamide at 65° C., 18.2 g of potassium carbonate is added. The mixture is stirred for 45 min and poured into water. The precipitate is collected and dried. Recrystallization from ether gives 3-(2,5-difluorophenyl)-6-methoxy-1,2-benzisoxazole, mp 121°-122° C. The reactants are C([O-])([O-])=O.[K+].[K+] (potassium carbonate), C(C)(=O)O\N=C(/C1=C(C=C(C=C1)OC)O)\C1=C(C=CC(=C1)F)F (E-2',5'-difluoro-2-hydroxy-4-methoxybenzophenone O-acetyl oxime), O (water).